Dataset: the Open Reaction Database (ORD), a public repository of structured organic reaction records. Task: describe an organic reaction: reactants, conditions, products, and yield Starting materials: C[Si](OC1=NC=CC(=C1)O[Si](C)(C)C)(C)C (2,4-bis(trimethylsilyloxy)-pyridine), CC1=CC=C(C(=O)Cl)C=C1 (p-methylbenzoyl chloride). The solvent is C(Cl)Cl (methylene chloride). Reaction conditions: time 1 hour. The product is OC1=CC(=NC=C1)OC(C1=CC=C(C=C1)C)=O (4-hydroxy-2-(4-methylbenzoyloxy)-pyridine). The yield is 59.2%. Reaction SMILES: C[Si](C)(C)[O:3][C:4]1[CH:9]=[C:8]([O:10][Si](C)(C)C)[CH:7]=[CH:6][N:5]=1.[CH3:17][C:18]1[CH:26]=[CH:25][C:21]([C:22](Cl)=[O:23])=[CH:20][CH:19]=1>C(Cl)Cl>[OH:10][C:8]1[CH:7]=[CH:6][N:5]=[C:4]([O:3][C:22](=[O:23])[C:21]2[CH:25]=[CH:26][C:18]([CH3:17])=[CH:19][CH:20]=2)[CH:9]=1. Procedure details: To 3.5 g of 2,4-bis(trimethylsilyloxy)-pyridine in 50 ml of methylene chloride was added 2.34 g of p-methylbenzoyl chloride and the mixture was stirred at room temperature for one hour. Following thereafter the general procedure of Example 27, 1.86 g of the title compound was produced in a yield of 59.2%. Starting materials: N1N=CN=C1 (1H-1,2,4-triazole), FC1=C(C=CC(=C1)F)[C@]1(OC1)[C@@H](C)N1C2=NC=NC(=C2N=C1)OC ((2S)-2-(2,4-difluorophenyl)-2-[(1R)-1-[6-methoxy-9-(9H)-purinyl]ethyl]oxirane). Yields the product FC1=C(C=CC(=C1)F)[C@@](CN1N=CN=C1)([C@@H](C)N1C2=NC=NC(=C2N=C1)OC)O ((2R,3R)-2-(2,4-Difluorophenyl)-3-[6-methoxy-9(9H)-purinyl]-1-(1H-1,2, 4-triazol-1-yl)-2-butanol). The yield is 77.4%. Reaction SMILES: [NH:1]1[CH:5]=[N:4][CH:3]=[N:2]1.[F:6][C:7]1[CH:12]=[C:11]([F:13])[CH:10]=[CH:9][C:8]=1[C@:14]1([C@H:17]([N:19]2[CH:27]=[N:26][C:25]3[C:20]2=[N:21][CH:22]=[N:23][C:24]=3[O:28][CH3:29])[CH3:18])[CH2:16][O:15]1>>[F:6][C:7]1[CH:12]=[C:11]([F:13])[CH:10]=[CH:9][C:8]=1[C@:14]([OH:15])([C@H:17]([N:19]1[CH:27]=[N:26][C:25]2[C:20]1=[N:21][CH:22]=[N:23][C:24]=2[O:28][CH3:29])[CH3:18])[CH2:16][N:1]1[CH:5]=[N:4][CH:3]=[N:2]1. Reported procedure: Using 1H-1,2,4-triazole (74 mg) and (2S)-2-(2,4-difluorophenyl)-2-[(1R)-1-[6-methoxy-9-(9H)-purinyl]ethyl]oxirane (183 mg), Compound 47 (171 mg) was obtained as colorless prisms by the same was as in Example 1. Yields the product O1COC2=C1C=CC=C2N2CCN(CC2)CC[C@@H]2CC[C@H](CC2)NC(CO)=O (Trans-N-{4-[2-(4-Benzo[1,3]dioxol-4-yl-piperazin-1-yl)-ethyl]-cyclohexyl}-2-hydroxy-acetamide). Starting materials: solid, Cl.Cl.Cl.O1COC2=C1C=CC=C2N2CCN(CC2)CC[C@@H]2CC[C@H](CC2)N (Trans-4-[2-(4-Benzo[1,3]dioxol-4-yl-piperazin-1-yl)-ethyl]-cyclohexylamine trihydrochloride), Cl.Cl.Cl.O1COC2=C1C=CC=C2N2CCN(CC2)CC[C@@H]2CC[C@H](CC2)N (Trans-4-[2-(4-Benzo[1,3]dioxol-4-yl-piperazin-1-yl)-ethyl]-cyclohexylamine trihydrochloride), OCC(=O)O (2-hydroxyacetic acid). Reaction SMILES: Cl.Cl.Cl.[O:4]1[C:8]2[CH:9]=[CH:10][CH:11]=[C:12]([N:13]3[CH2:18][CH2:17][N:16]([CH2:19][CH2:20][C@H:21]4[CH2:26][CH2:25][C@H:24]([NH2:27])[CH2:23][CH2:22]4)[CH2:15][CH2:14]3)[C:7]=2[O:6][CH2:5]1.[OH:28][CH2:29][C:30](O)=[O:31]>>[O:4]1[C:8]2[CH:9]=[CH:10][CH:11]=[C:12]([N:13]3[CH2:18][CH2:17][N:16]([CH2:19][CH2:20][C@H:21]4[CH2:26][CH2:25][C@H:24]([NH:27][C:29](=[O:28])[CH2:30][OH:31])[CH2:23][CH2:22]4)[CH2:15][CH2:14]3)[C:7]=2[O:6][CH2:5]1 |f:0.1.2.3|. Procedure details: The title compound, white solid (11 mg, 50%), MS (ISP) m/z=390.3 [(M+H)+], was prepared in accordance with the general method of example 1 from Trans-4-[2-(4-Benzo[1,3]dioxol-4-yl-piperazin-1-yl)-ethyl]-cyclohexylamine hydrochloride (Intermediate A) (20 mg, 0.0543 mmol) and 2-hydroxyacetic acid. Starting materials: O1C(COC2=C1C=CC=C2)CN2CC(CCC2)(C)COC (1-(2,3-dihydrobenzo[1,4]dioxin-2-ylmethyl)-3-methoxymethyl-3-methylpiperidine), O1C(COC2=C1C=CC=C2)CN2CC(CCC2)(C)C(C)(C)O (2-[1-(2,3-dihydrobenzo[1,4]dioxin-2-ylmethyl)-3-methylpiperidin-3-yl]propan-2-ol). Yields the product O1C(COC2=C1C=CC=C2)CN2CC(CCC2)(C)C(C)(C)OC (1-(2,3-Dihydrobenzo[1,4]dioxin-2-ylmethyl)-3-(1-methoxy-1-methylethyl)-3-methylpiperidine). As a reaction SMILES: O1C2C=CC=CC=2OC[CH:2]1CN1CCCC(COC)(C)C1.[O:22]1[C:27]2[CH:28]=[CH:29][CH:30]=[CH:31][C:26]=2[O:25][CH2:24][CH:23]1[CH2:32][N:33]1[CH2:38][CH2:37][CH2:36][C:35]([C:40]([OH:43])([CH3:42])[CH3:41])([CH3:39])[CH2:34]1>>[O:22]1[C:27]2[CH:28]=[CH:29][CH:30]=[CH:31][C:26]=2[O:25][CH2:24][CH:23]1[CH2:32][N:33]1[CH2:38][CH2:37][CH2:36][C:35]([C:40]([O:43][CH3:2])([CH3:42])[CH3:41])([CH3:39])[CH2:34]1. Procedure: Prepared according to the procedure described for 1-(2,3-dihydrobenzo[1,4]dioxin-2-ylmethyl)-3-methoxymethyl-3-methylpiperidine except that 2-[1-(2,3-dihydrobenzo[1,4]dioxin-2-ylmethyl)-3-methylpiperidin-3-yl]propan-2-ol was used instead of [1-(2,3-dihydrobenzo[1,4]dioxin-2-ylmethyl)-3-methylpiperidin-3-yl]methanol. Starting materials: O=C1NC(C=2NC(=NC2N1CCC)C12CCC(CC1)(CC2)C=O)=O (4-(2,6-Dioxo-3-propyl-2,3,6,7-tetrahydro-1H-purin-8-yl)-bicyclo[2.2.2]octane-1-carbaldehyde), C1CCOC1 (THF), C1(=CC=CC=C1)P(C1=CC=CC=C1)(C1=CC=CC=C1)=CC(=O)OC (methyl (triphenylphosphoranylidene)acetate). Product: COC(C=CC12CCC(CC1)(CC2)C2=NC=1N(C(NC(C1N2)=O)=O)CCC)=O (3-[4-(2,6-Dioxo-3-propyl-2,3,6,7-tetrahydro-1H-purin-8-yl)-bicyclo[2.2.2]oct-1-yl]-acrylic acid methyl ester). RXN SMILES: [O:1]=[C:2]1[N:10]([CH2:11][CH2:12][CH3:13])[C:9]2[N:8]=[C:7]([C:14]34[CH2:21][CH2:20][C:17](C=O)([CH2:18][CH2:19]3)[CH2:16][CH2:15]4)[NH:6][C:5]=2[C:4](=[O:24])[NH:3]1.C1(P(=[CH:44][C:45]([O:47][CH3:48])=[O:46])(C2C=CC=CC=2)C2C=CC=CC=2)C=CC=CC=1.[CH2:49]1COCC1>>[CH3:48][O:47][C:45](=[O:46])[CH:44]=[CH:49][C:17]12[CH2:16][CH2:15][C:14]([C:7]3[NH:6][C:5]4[C:4](=[O:24])[NH:3][C:2](=[O:1])[N:10]([CH2:11][CH2:12][CH3:13])[C:9]=4[N:8]=3)([CH2:19][CH2:18]1)[CH2:21][CH2:20]2. Reported procedure: 4-(2,6-Dioxo-3-propyl-2,3,6,7-tetrahydro-1H-purin-8-yl)-bicyclo[2.2.2]octane-1-carbaldehyde (900 mg, 2.73 mmol) was dissolved in 25 mL of THF and methyl (triphenylphosphoranylidene)acetate (1.83 g, 2 eq) was added. The resulting reaction mixture was stirred under reflux for 18 h. It was then cooled to rt and purified by preparative HPLC using a mixture of aqueous acetonitrile to afford 300 mg of the desired product. Starting materials: CC(C)(C)OC(=O)C1CCCC1NC(=O)C(CCCNC(=O)OCc1ccccc1)NC(=O)OCC1c2ccccc2-c2ccccc21, C1CCNCC1. The product is CC(C)(C)OC(=O)C1CCCC1NC(=O)C(N)CCCNC(=O)OCc1ccccc1. Reaction SMILES: [CH2:1]([c:2]1[cH:3][cH:4][cH:5][cH:6][cH:7]1)[O:8][C:9](=[O:10])[NH:11][CH2:12][CH2:13][CH2:14][CH:15]([NH:16][C:17]([O:18][CH2:19][CH:20]1[c:21]2[cH:22][cH:23][cH:24][cH:25][c:26]2-[c:27]2[c:28]1[cH:29][cH:30][cH:31][cH:32]2)=[O:33])[C:34](=[O:35])[NH:36][CH:37]1[CH:38]([C:42](=[O:43])[O:44][C:45]([CH3:46])([CH3:47])[CH3:48])[CH2:39][CH2:40][CH2:41]1.[CH2:49]1[CH2:50][CH2:51][NH:52][CH2:53][CH2:54]1>>[CH2:1]([c:2]1[cH:3][cH:4][cH:5][cH:6][cH:7]1)[O:8][C:9](=[O:10])[NH:11][CH2:12][CH2:13][CH2:14][CH:15]([NH2:16])[C:34](=[O:35])[NH:36][CH:37]1[CH:38]([C:42](=[O:43])[O:44][C:45]([CH3:46])([CH3:47])[CH3:48])[CH2:39][CH2:40][CH2:41]1. Reactants: BrC1=C(C=2C3=C(NC2C(=C1)OCC1=CC=CC=C1)CC1CCC3N1)C(=O)OC(C)(C)C (tert-butyl 2-bromo-4-benzyloxy-5,6,7,8,9,10-hexahydro-7,10-epiminocyclohepta[b]indole-carboxylate), [H-].[Na+] (sodium hydride), IC (iodomethane). Run in CN(C)C=O (DMF). Run at time 2 hour. The product is BrC1=C(C=2C3=C(N(C2C(=C1)OCC1=CC=CC=C1)C)CC1CCC3N1)C(=O)OC(C)(C)C (tert-butyl 2-bromo-4-benzyloxy-5-methyl-5,6,7,8,9,10-hexahydro-7,10-epiminocyclohepta[b]indole-carboxylate). Isolated yield 99.3%. Reaction SMILES: [Br:1][C:2]1[CH:10]=[C:9]([O:11][CH2:12][C:13]2[CH:18]=[CH:17][CH:16]=[CH:15][CH:14]=2)[C:8]2[NH:7][C:6]3[CH2:19][CH:20]4[NH:24][CH:23]([C:5]=3[C:4]=2[C:3]=1[C:25]([O:27][C:28]([CH3:31])([CH3:30])[CH3:29])=[O:26])[CH2:22][CH2:21]4.[H-].[Na+].I[CH3:35]>CN(C=O)C>[Br:1][C:2]1[CH:10]=[C:9]([O:11][CH2:12][C:13]2[CH:14]=[CH:15][CH:16]=[CH:17][CH:18]=2)[C:8]2[N:7]([CH3:35])[C:6]3[CH2:19][CH:20]4[NH:24][CH:23]([C:5]=3[C:4]=2[C:3]=1[C:25]([O:27][C:28]([CH3:31])([CH3:30])[CH3:29])=[O:26])[CH2:22][CH2:21]4 |f:1.2|. Procedure: To a solution of the product of step E (412 mg, 0.85 mmol) in DMF (10 mL) under a nitrogen atmosphere was added sodium hydride (60% dispersion in mineral oil, 69 mg, 1.70 mmol) at 0° C. The reaction mixture was stirred at ambient temperature for 1 h before addition of iodomethane (181 mg, 1.28 mmol). After stirring for an additional 2 h, the reaction mixture was quenched with water (50 mL) and extracted with dichloromethane. The organic layer was washed with brine, dried over sodium sulfate and ... The reactants are NC1=NC(=CN=C1N1CCOCC1)OC (2-amino-3-morpholino-6-methoxypyrazine), N(=O)[O-].[Na+] (sodium nitrite), 2-hydroxy-3-morpholino-6-methopxypyrazine, P(=O)(Cl)(Cl)Cl (phosphorus oxychloride). The product is ClC1=NC(=CN=C1N1CCOCC1)OC (2-chloro-3-morpholino-6-methoxypyrazine). RXN SMILES: N[C:2]1[C:7]([N:8]2[CH2:13][CH2:12][O:11][CH2:10][CH2:9]2)=[N:6][CH:5]=[C:4]([O:14][CH3:15])[N:3]=1.N([O-])=O.[Na+].P(Cl)(Cl)([Cl:22])=O>>[Cl:22][C:2]1[C:7]([N:8]2[CH2:13][CH2:12][O:11][CH2:10][CH2:9]2)=[N:6][CH:5]=[C:4]([O:14][CH3:15])[N:3]=1 |f:1.2|. Reported procedure: The 2-amino substituent of Step A product when treated with sodium nitrite as described in Step E of Preparation 81 is converted to the 2-hydroxy group. Treatment of the 2-hydroxy-3-morpholino-6-methopxypyrazine with phosphorus oxychloride by Preparation 13, Step B method, gives 2-chloro-3-morpholino-6-methoxypyrazine. Procedure details: Placed in an oven-dried, three-necked flask was 1.615 g (5 mMol) of 1,1-dichloro-2,2-Bis-(p-methoxyphenyl) cyclopropane which was flushed with argon and sealed with a rubber septum. Using oven-dried syringes, 10 ml of chloroform, 0.32 g (4 mMol) of pyridine and 2.9 ml (20 mMol) of iodotrimethylsilane were injected into the flask in the order specified above (the chloroform and pyridine had been dried previously over anhydrous magnesium sulfate). The mixture turned yellow and a white precipitate ... Product: ClC1(C(C1)(C1=CC=C(C=C1)O)C1=CC=C(C=C1)O)Cl (1,1-dichloro-2,2-Bis-(p-hydroxyphenyl) cyclopropane). Reactants: C(Cl)(Cl)Cl (chloroform), N1=CC=CC=C1 (pyridine), I[Si](C)(C)C (iodotrimethylsilane), ClC1(C(C1)(C1=CC=C(C=C1)OC)C1=CC=C(C=C1)OC)Cl (1,1-dichloro-2,2-Bis-(p-methoxyphenyl) cyclopropane), C(Cl)(Cl)Cl (chloroform), N1=CC=CC=C1 (pyridine). Conditions: time 72 hour. RXN SMILES: [Cl:1][C:2]1([Cl:21])[CH2:4][C:3]1([C:13]1[CH:18]=[CH:17][C:16]([O:19]C)=[CH:15][CH:14]=1)[C:5]1[CH:10]=[CH:9][C:8]([O:11]C)=[CH:7][CH:6]=1.C(Cl)(Cl)Cl.N1C=CC=CC=1.I[Si](C)(C)C>CCOCC.C(Cl)Cl.CC(C)=O>[Cl:1][C:2]1([Cl:21])[CH2:4][C:3]1([C:13]1[CH:18]=[CH:17][C:16]([OH:19])=[CH:15][CH:14]=1)[C:5]1[CH:6]=[CH:7][C:8]([OH:11])=[CH:9][CH:10]=1 |f:5.6|. Run in CCOCC (ether), C(Cl)Cl.CC(=O)C (methylene chloride acetone). Starting materials: C(C)(C)C1=C(C(=CC=C1)C(C)C)NS(=O)(=O)CC(=O)NC=1N=NN(N1)CCCCCCCCCCCC (2-(2,6-Diisopropyl-phenylsulfamoyl)-N-(dodecyl-2-H-tetrazol-5-yl)-acetamide), C(CCCCC)O (hexanol). Yields the product C(CCCCC)OC(CS(NC1=C(C=CC=C1C(C)C)C(C)C)(=O)=O)=O ((2,6-Diisopropylphenylsulfamoyl)-acetic Acid Hexyl Ester). Procedure details: This compound was prepared in the same manner as for the title compound of Example 2, except that 2-DAT was replaced with hexanol, mp 66°-68° C. Reaction SMILES: [CH:1]([C:4]1[CH:9]=[CH:8][CH:7]=[C:6]([CH:10]([CH3:12])[CH3:11])[C:5]=1[NH:13][S:14]([CH2:17][C:18](NC1N=NN(CCCCCCCCCCCC)N=1)=[O:19])(=[O:16])=[O:15])([CH3:3])[CH3:2].[CH2:38]([OH:44])[CH2:39][CH2:40][CH2:41][CH2:42][CH3:43]>>[CH2:38]([O:44][C:18](=[O:19])[CH2:17][S:14](=[O:15])(=[O:16])[NH:13][C:5]1[C:6]([CH:10]([CH3:12])[CH3:11])=[CH:7][CH:8]=[CH:9][C:4]=1[CH:1]([CH3:2])[CH3:3])[CH2:39][CH2:40][CH2:41][CH2:42][CH3:43].